From a dataset of the Open Reaction Database (ORD), a public repository of structured organic reaction records. describe an organic reaction: reactants, conditions, products, and yield The reactants are CC(C)(C)NS(=O)(=O)c1ccc(-c2cn(-c3nc(-c4ccc(F)c(F)c4)cc(C(F)(F)F)n3)cn2)s1, ClCCl, O=C(O)C(F)(F)F. Product: NS(=O)(=O)c1ccc(-c2cn(-c3nc(-c4ccc(F)c(F)c4)cc(C(F)(F)F)n3)cn2)s1. RXN SMILES: [C:1]([CH3:2])([CH3:3])([CH3:4])[NH:5][S:6](=[O:7])(=[O:8])[c:9]1[s:10][c:11](-[c:14]2[n:15][cH:16][n:17](-[c:19]3[n:20][c:21]([C:33]([F:34])([F:35])[F:36])[cH:22][c:23](-[c:25]4[cH:26][c:27]([F:32])[c:28]([F:31])[cH:29][cH:30]4)[n:24]3)[cH:18]2)[cH:12][cH:13]1.[Cl:44][CH2:45][Cl:46].[F:37][C:38]([F:39])([F:40])[C:41]([OH:42])=[O:43]>>[NH2:5][S:6](=[O:7])(=[O:8])[c:9]1[s:10][c:11](-[c:14]2[n:15][cH:16][n:17](-[c:19]3[n:20][c:21]([C:33]([F:34])([F:35])[F:36])[cH:22][c:23](-[c:25]4[cH:26][c:27]([F:32])[c:28]([F:31])[cH:29][cH:30]4)[n:24]3)[cH:18]2)[cH:12][cH:13]1. The reactants are COc1ccnc(COC(C)=O)c1, Cl. Product: COc1ccnc(CO)c1. As a reaction SMILES: [C:1](=[O:2])([CH3:3])[O:4][CH2:5][c:6]1[n:7][cH:8][cH:9][c:10]([O:12][CH3:13])[cH:11]1.[ClH:14]>>[OH:4][CH2:5][c:6]1[n:7][cH:8][cH:9][c:10]([O:12][CH3:13])[cH:11]1. Reactants: CC(=O)O[BH-](OC(C)=O)OC(C)=O, CC(Cl)Cl, ClCCl, O=CC12Cc3cnn(-c4ccc(F)cc4)c3C=C1CCN(S(=O)(=O)c1ccc(N3CCOCC3)nc1)C2, OC1CCNC1, [Na+]. Yields the product O=S(=O)(c1ccc(N2CCOCC2)nc1)N1CCC2=Cc3c(cnn3-c3ccc(F)cc3)CC2(CN2CCC(O)C2)C1. RXN SMILES: [C:44]([O:45][BH-:46]([O:47][C:48](=[O:49])[CH3:50])[O:51][C:52](=[O:53])[CH3:54])(=[O:55])[CH3:56].[Cl:58][CH:59]([Cl:60])[CH3:61].[Cl:62][CH2:63][Cl:64].[F:1][c:2]1[cH:3][cH:4][c:5](-[n:8]2[n:9][cH:10][c:11]3[c:12]2[CH:13]=[C:14]2[CH2:15][CH2:16][N:17]([S:23](=[O:24])(=[O:25])[c:26]4[cH:27][n:28][c:29]([N:32]5[CH2:33][CH2:34][O:35][CH2:36][CH2:37]5)[cH:30][cH:31]4)[CH2:18][C:19]2([CH:21]=[O:22])[CH2:20]3)[cH:6][cH:7]1.[NH:38]1[CH2:39][CH:40]([OH:43])[CH2:41][CH2:42]1.[Na+:57]>>[F:1][c:2]1[cH:3][cH:4][c:5](-[n:8]2[n:9][cH:10][c:11]3[c:12]2[CH:13]=[C:14]2[CH2:15][CH2:16][N:17]([S:23](=[O:24])(=[O:25])[c:26]4[cH:27][n:28][c:29]([N:32]5[CH2:33][CH2:34][O:35][CH2:36][CH2:37]5)[cH:30][cH:31]4)[CH2:18][C:19]2([CH2:21][N:38]2[CH2:39][CH:40]([OH:43])[CH2:41][CH2:42]2)[CH2:20]3)[cH:6][cH:7]1. The reactants are FC1=C(C=CC(=C1)C(F)(F)F)[C@@H]1N(CC[C@H](C1)C1=CC(NO1)=O)C(=O)OC (Trans-methyl 2-(2-fluoro-4-(trifluoromethyl)phenyl)-4-(3-oxo-2,3-dihydroisoxazol-5-yl)-piperidine-1-carboxylate), Br (hydrogen bromide). Conditions: time 8 hour. Yields the product FC1=C(C=CC(=C1)C(F)(F)F)[C@@H]1NCC[C@H](C1)C1=CC(NO1)=O (5-(trans-2-(2-fluoro-4-(trifluoromethyl)phenyl)-piperidin-4-yl)isoxazol-3(2H)-one). The yield is 42.9%. Reaction SMILES: [F:1][C:2]1[CH:7]=[C:6]([C:8]([F:11])([F:10])[F:9])[CH:5]=[CH:4][C:3]=1[C@H:12]1[CH2:17][C@H:16]([C:18]2[O:22][NH:21][C:20](=[O:23])[CH:19]=2)[CH2:15][CH2:14][N:13]1C(OC)=O.Br>>[F:1][C:2]1[CH:7]=[C:6]([C:8]([F:9])([F:10])[F:11])[CH:5]=[CH:4][C:3]=1[C@H:12]1[CH2:17][C@H:16]([C:18]2[O:22][NH:21][C:20](=[O:23])[CH:19]=2)[CH2:15][CH2:14][NH:13]1. Procedure: Trans-methyl 2-(2-fluoro-4-(trifluoromethyl)phenyl)-4-(3-oxo-2,3-dihydroisoxazol-5-yl)-piperidine-1-carboxylate (400 mg, 1.03 mmol) was dissolved in hydrogen bromide (33% in acetic acid, 8.12 mL, 46.35 mmol) and the mixture was stirred at room temperature overnight. The solvent was evaporated and the residue purified by preparative HPLC (Instrument: FractionLynx II, Mobilphase: gradient 5-95% MeCN in 0.2% NH3, pH 10, Column: Xbridge Prep C18 5 μm OBD 19*150 mm) to yield 5-(trans-2-(2-fluoro-4-(t... Reactants: Cl.CN(CCCN=C=NCC)C (1-(3-dimethylaminopropyl)-3-ethylcarbodiimide hydrochloride), ClC(C(=O)O)Cl (dichloroacetic acid), C(C1=CC=CC=C1)OC(=O)C=1C(N(C=C(C1N)CC1=CC(=CC=C1)F)CC(=O)NC(C(C(F)(F)F)O)C(C)C)=O (2-[3-benzyloxycarbonyl-amino-5-(3-fluorobenzyl)-2-oxo-1,2-dihydro-1-pyridyl]-N-(3,3,3-trifluoro-2-hydroxy-1-isopropylpropyl)acetamide), C1(=CC=CC=C1)C (toluene). The solvent is CS(=O)C (dimethyl sulfoxide). Run at time 8 hour. Product: C(C1=CC=CC=C1)OC(=O)NC=1C(N(C=C(C1)CC1=CC(=CC=C1)F)CC(=O)NC(C(C(F)(F)F)=O)C(C)C)=O (2-[3-Benzyloxycarbonylamino-5-(3-fluorobenzyl)-2-oxo-1,2-dihydro-1-pyridyl]-N-(3,3,3-trifluoro-1-isopropyl-2-oxopropyl)acetamide). The yield is 80.0%. As a reaction SMILES: Cl.C[N:3](C)CCCN=C=NCC.ClC(Cl)[C:15]([OH:17])=[O:16].C(OC([C:29]1[C:30](=[O:58])[N:31]([CH2:44][C:45]([NH:47][CH:48]([CH:55]([CH3:57])[CH3:56])[CH:49]([OH:54])[C:50]([F:53])([F:52])[F:51])=[O:46])[CH:32]=[C:33]([CH2:36][C:37]2[CH:42]=[CH:41][CH:40]=[C:39]([F:43])[CH:38]=2)[C:34]=1N)=O)C1C=CC=CC=1.[C:59]1([CH3:65])[CH:64]=[CH:63][CH:62]=[CH:61][CH:60]=1>CS(C)=O>[CH2:65]([O:17][C:15]([NH:3][C:29]1[C:30](=[O:58])[N:31]([CH2:44][C:45]([NH:47][CH:48]([CH:55]([CH3:57])[CH3:56])[C:49](=[O:54])[C:50]([F:53])([F:52])[F:51])=[O:46])[CH:32]=[C:33]([CH2:36][C:37]2[CH:42]=[CH:41][CH:40]=[C:39]([F:43])[CH:38]=2)[CH:34]=1)=[O:16])[C:59]1[CH:64]=[CH:63][CH:62]=[CH:61][CH:60]=1 |f:0.1|. Procedure: To a solution of 1-(3-dimethylaminopropyl)-3-ethylcarbodiimide hydrochloride (0.51 g) in dimethyl sulfoxide (2 mL), toluene (4 mL) and dichloroacetic acid (0.14 g) was added 2-[3-benzyloxycarbonyl-amino-5-(3-fluorobenzyl)-2-oxo-1,2-dihydro-1-pyridyl]-N-(3,3,3-trifluoro-2-hydroxy-1-isopropylpropyl)acetamide (0.15 g). The mixture was allowed to stir overnight and was partitioned between ethyl acetate and saturated aqueous sodium bicarbonate. The organics were washed (brine), dried, evaporated, and... The reactants are C1(=CC=CC=C1)C#CC=1C=CC(=NC1)CO ((5-phenylethynyl-pyridin-2-yl)-methanol), CC1(CC(NC1)=O)C (4,4-dimethyl-pyrrolidin-2-one). Yields the product CC1(CC(N(C1)CC1=NC=C(C=C1)C#CC1=CC=CC=C1)=O)C (4,4-Dimethyl-1-(5-phenylethynyl-pyridin-2-ylmethyl)-pyrrolidin-2-one). RXN SMILES: [C:1]1([C:7]#[C:8][C:9]2[CH:10]=[CH:11][C:12]([CH2:15]O)=[N:13][CH:14]=2)[CH:6]=[CH:5][CH:4]=[CH:3][CH:2]=1.[CH3:17][C:18]1([CH3:24])[CH2:22][NH:21][C:20](=[O:23])[CH2:19]1>>[CH3:17][C:18]1([CH3:24])[CH2:22][N:21]([CH2:15][C:12]2[CH:11]=[CH:10][C:9]([C:8]#[C:7][C:1]3[CH:2]=[CH:3][CH:4]=[CH:5][CH:6]=3)=[CH:14][N:13]=2)[C:20](=[O:23])[CH2:19]1. Procedure details: The title compound, light brown oil, MS: m/e=305.2 (M+H+), can be prepared in accordance with the general method of example 31, step 2 from (5-phenylethynyl-pyridin-2-yl)-methanol (example 31, step 1) and 4,4-dimethyl-pyrrolidin-2-one. The reactants are CC1=CCC(C1(C)C)CC=O (campholenic aldehyde), OS(=O)(=O)O (H2SO4), CC(=O)CC (methyl-ethyl ketone), [OH-].[K+] (potassium hydroxide). Solvent: O (water), CO (methanol). Conditions: time 17.5 minute. Product: C/C(/C(C)=O)=C\CC1C(C(=CC1)C)(C)C ((E)-3-methyl-5-(2,2,3-trimethyl-3-cyclopenten-1-yl)-3-penten-2-one). Isolated yield 60.4%. RXN SMILES: [CH3:1][C:2]1[C:6]([CH3:8])([CH3:7])[CH:5]([CH2:9][CH:10]=O)[CH2:4][CH:3]=1.[CH3:12][C:13]([CH2:15][CH3:16])=[O:14].[OH-].[K+].OS(O)(=O)=O>O.CO>[CH3:16]/[C:15](=[CH:10]\[CH2:9][CH:5]1[CH2:4][CH:3]=[C:2]([CH3:1])[C:6]1([CH3:7])[CH3:8])/[C:13](=[O:14])[CH3:12] |f:2.3|. Reported procedure: 152 G (1.0 M) of campholenic aldehyde having a purity of about 75% were added dropwise under stirring in 15-20 minutes to a mixture cooled at -5/-10° of 400 g (6.1 M) of methyl-ethyl ketone, 1025 g (35 M) of methanol, 30.5 g (0.54 M) of potassium hydroxide and 380 g of water. The mixture was kept at -5° for 24 hours, then at room temperature for the same period and neutralized thereupon with H2SO4 to 62.5%. After concentration under reduced pressure, the obtained residue was dissolved in 200 ml ...